describe an organic reaction: reactants, conditions, products, and yield From a dataset of the Open Reaction Database (ORD), a public repository of structured organic reaction records. Yield: 46.6%. Starting materials: C=1C=CC2=C(C1)N=NN2O (HOBT), CCN=C=NCCCN(C)C (EDCI), NC=1C(=NC(=CN1)C1=CC(=CC=C1)CN)C(=O)N[C@@H]1CN(CCC1)C(=O)OC(C)(C)C (1,1-dimethylethyl (3S)-3-[({3-amino-6-[3-(amino-methyl)phenyl]pyrazin-2-yl}carbonyl)amino]piperidine-1-carboxylate), FC1=CC=C(C(=O)O)C=C1 (4-fluorobenzoic acid). Run at time 8 hour. Procedure: 1,1-dimethylethyl (3S)-3-[({3-amino-6-[3-(amino-methyl)phenyl]pyrazin-2-yl}carbonyl)amino]piperidine-1-carboxylate (150.0 mg, 0.35 mmol) and 4-fluorobenzoic acid (50.0 mg, 0.36 mmol) was dissolved in DMF (5 mL) followed by the addition of HOBT (95.5 mg, 0.70 mmol) and EDCI (135.4 mg, 0.70 mmol). It was stirred at room temperature overnight. The reaction mixture was poured into water (20 mL), and extracted with ethyl acetate (2×30 mL) then dried over anhydrous sodium sulfate and filteration, conc... As a reaction SMILES: [NH2:1][C:2]1[C:3]([C:16]([NH:18][C@H:19]2[CH2:24][CH2:23][CH2:22][N:21](C(OC(C)(C)C)=O)[CH2:20]2)=[O:17])=[N:4][C:5]([C:8]2[CH:13]=[CH:12][CH:11]=[C:10]([CH2:14][NH2:15])[CH:9]=2)=[CH:6][N:7]=1.[F:32][C:33]1[CH:41]=[CH:40][C:36]([C:37](O)=[O:38])=[CH:35][CH:34]=1.C1C=CC2N(O)N=NC=2C=1.CCN=C=NCCCN(C)C>CN(C=O)C.O>[NH2:1][C:2]1[C:3]([C:16]([NH:18][C@H:19]2[CH2:24][CH2:23][CH2:22][NH:21][CH2:20]2)=[O:17])=[N:4][C:5]([C:8]2[CH:13]=[CH:12][CH:11]=[C:10]([CH2:14][NH:15][C:37]([C:36]3[CH:40]=[CH:41][C:33]([F:32])=[CH:34][CH:35]=3)=[O:38])[CH:9]=2)=[CH:6][N:7]=1. Yields the product NC=1C(=NC(=CN1)C1=CC(=CC=C1)CNC(=O)C1=CC=C(C=C1)F)C(=O)N[C@@H]1CNCCC1 (3-Amino-6-[3-({[(4-fluorophenyl)carbonyl]amino}methyl)phenyl]-N-[(3S)-piperidin-3-yl]pyrazine-2-carboxamide). Run in CN(C)C=O (DMF), O (water).